This data is from the Open Reaction Database (ORD), a public repository of structured organic reaction records. The task is: describe an organic reaction: reactants, conditions, products, and yield Starting materials: ClC1=C(C(=O)N(C)C)C=C(C=N1)I (2-chloro-5-iodo-N,N-dimethylnicotinamide), [C-]#N.[Li+] (lithium cyanide), O1CCOCCOCCOCC1 (1,4,7,10-tetraoxacyclo-dodecane). The reagents and catalysts are C=1C=CC(=CC1)[P](C=2C=CC=CC2)(C=3C=CC=CC3)[Pd]([P](C=4C=CC=CC4)(C=5C=CC=CC5)C=6C=CC=CC6)([P](C=7C=CC=CC7)(C=8C=CC=CC8)C=9C=CC=CC9)[P](C=1C=CC=CC1)(C=1C=CC=CC1)C=1C=CC=CC1 (tetrakis(triphenylphosphine)palladium(0)). Run in C1=CC=CC=C1 (benzene). Reaction conditions: temperature 40 celsius. Yields the product ClC1=C(C(=O)N(C)C)C=C(C=N1)C#N (2-chloro-5-cyano-N,N-dimethylnicotinamide). Isolated yield 54.4%. RXN SMILES: [Cl:1][C:2]1[N:12]=[CH:11][C:10](I)=[CH:9][C:3]=1[C:4]([N:6]([CH3:8])[CH3:7])=[O:5].[C-:14]#[N:15].[Li+].O1CCOCCOCCOCC1>C1C=CC=CC=1.C1C=CC([P]([Pd]([P](C2C=CC=CC=2)(C2C=CC=CC=2)C2C=CC=CC=2)([P](C2C=CC=CC=2)(C2C=CC=CC=2)C2C=CC=CC=2)[P](C2C=CC=CC=2)(C2C=CC=CC=2)C2C=CC=CC=2)(C2C=CC=CC=2)C2C=CC=CC=2)=CC=1>[Cl:1][C:2]1[N:12]=[CH:11][C:10]([C:14]#[N:15])=[CH:9][C:3]=1[C:4]([N:6]([CH3:8])[CH3:7])=[O:5] |f:1.2,^1:38,40,59,78|. Procedure: A mixture of 2-chloro-5-iodo-N,N-dimethylnicotinamide (1.54 g, 5 mmol), prepared as in Example 14, and lithium cyanide (0.5M in DMF, 20 mL, 10 mmol) was distilled at reduced pressure. The residue was suspended in 1,4,7,10-tetraoxacyclo-dodecane (0.2 mL, 1.25 mmol) in 50 mL of benzene and the mixture was distilled under nitrogen until a forefraction of approximately 5 mL had collected. The suspension was allowed to cool and then tetrakis(triphenylphosphine)palladium(0) (2.44 g, 2.1 mmol) was adde... Run in C(C)O (ethanol). Reactants: ice water, COC=1C=C(C=CC1OC)CC#N ([3,4-bis(methyloxy)phenyl]acetonitrile), O=C1N(CCC1)CC(=O)OC (methyl (2-oxopyrrolidin-1-yl)acetate), [O-]CC.[Na+] (sodium ethoxide). RXN SMILES: [CH3:1][O:2][C:3]1[CH:4]=[C:5]([CH2:11][C:12]#[N:13])[CH:6]=[CH:7][C:8]=1[O:9][CH3:10].[O:14]=[C:15]1[CH2:19][CH2:18][CH2:17][N:16]1[CH2:20][C:21](OC)=[O:22].[O-]CC.[Na+]>C(O)C>[CH3:1][O:2][C:3]1[CH:4]=[C:5]([CH:11]([C:21](=[O:22])[CH2:20][N:16]2[CH2:17][CH2:18][CH2:19][C:15]2=[O:14])[C:12]#[N:13])[CH:6]=[CH:7][C:8]=1[O:9][CH3:10] |f:2.3|. Yield: 25.5%. Reported procedure: To a mixture of [3,4-bis(methyloxy)phenyl]acetonitrile (1.0 g, 5.5 mmol) and methyl (2-oxopyrrolidin-1-yl)acetate (1.0 g, 7.0 mmol) in ethanol (4 mL) was added a sodium ethoxide solution (21%, 4.2 mL, 11 mmol), and the resulting mixture was heated at reflux for 18 hours. After cooling to room temperature, it was poured into a mixture of ice-water (50 mL). This aqueous mixture was washed with dichloromethane (3×20 mL) then acidified to pH 1. The acidified mixture was extracted with ethyl acetate ... Product: COC=1C=C(C=CC1OC)C(C#N)C(CN1C(CCC1)=O)=O (2-[3,4-bis(methyloxy)phenyl]-3-oxo-4-(2-oxopyrrolidin-1-yl)butanenitrile). The reactants are [Br-], CC[Mg+], N#Cc1cccc(F)c1OCc1ccccc1, CCOCC. The product is NC1(c2cccc(F)c2OCc2ccccc2)CC1. As a reaction SMILES: [Br-:1].[CH2:2]([CH3:3])[Mg+:4].[CH2:5]([c:6]1[cH:7][cH:8][cH:9][cH:10][cH:11]1)[O:12][c:13]1[c:14]([C:15]#[N:16])[cH:17][cH:18][cH:19][c:20]1[F:21].[CH3:22][CH2:23][O:24][CH2:25][CH3:26]>>[CH2:2]1[CH2:3][C:15]1([c:14]1[c:13]([O:12][CH2:5][c:6]2[cH:7][cH:8][cH:9][cH:10][cH:11]2)[c:20]([F:21])[cH:19][cH:18][cH:17]1)[NH2:16]. Starting materials: ClCCC1=C(N=C2N(C1=O)CCCC2OCC2=CC=CC=C2)C (3-(2-chloroethyl)-2-methyl-9-benzyloxy-6,7,8,9-tetrahydro-pyrido[1,2-a]pyrimidin-4-one), [H][H] (hydrogen), C(C)OCC (ethyl ether). The reagents and catalysts are [Pd] (Pd—C), Cl (hydrochloric acid). The solvent is CO (methanol), CCCCCC (n-hexane), CO (methanol), C(C)N(CC)CC (triethylamine). Run at time 36 hour. Yields the product ClCCC1=C(N=C2N(C1=O)CCCC2O)C (3-(2-chloroethyl)-2-methyl-9-hydroxy-6,7,8,9-tetrahydro-pyrido[1,2-a]pyrimidin-4-one). As a reaction SMILES: [Cl:1][CH2:2][CH2:3][C:4]1[C:9](=[O:10])[N:8]2[CH2:11][CH2:12][CH2:13][CH:14]([O:15]CC3C=CC=CC=3)[C:7]2=[N:6][C:5]=1[CH3:23].[H][H].C(OCC)C>Cl.[Pd].C(N(CC)CC)C.CO.CCCCCC>[Cl:1][CH2:2][CH2:3][C:4]1[C:9](=[O:10])[N:8]2[CH2:11][CH2:12][CH2:13][CH:14]([OH:15])[C:7]2=[N:6][C:5]=1[CH3:23]. Procedure details: At room temperature, 3-(2-chloroethyl)-2-methyl-9-benzyloxy-6,7,8,9-tetrahydro-pyrido[1,2-a]pyrimidin-4-one 4.0 g (0.0122 mole) was charged into a 250 mL three-necked bottle, 80 mL methanol was added, and then concentrated hydrochloric acid (about 25 drops) was added dropwise with stirring to adjust pH to 3.0. After the dissolution was completed, 1.8 g of wet 5% Pd—C (water content: 56%) (W/W: 10/1) was added, argon gas was fed to exchange atmosphere for three times, hydrogen gas was fed to exch... The product is Cc1c(F)c(F)cc(F)c1C(=O)Cl. Reaction SMILES: [Cl:14][C:15]([C:16]([Cl:17])=[O:18])=[O:19].[Cl:20][CH2:21][Cl:22].[F:1][c:2]1[c:3]([C:4](=[O:5])[OH:6])[c:7]([CH3:13])[c:8]([F:12])[c:9]([F:11])[cH:10]1.[O:23]=[CH:24][N:25]([CH3:26])[CH3:27]>>[F:1][c:2]1[c:3]([C:4](=[O:5])[Cl:14])[c:7]([CH3:13])[c:8]([F:12])[c:9]([F:11])[cH:10]1. The reactants are O=C(Cl)C(=O)Cl, ClCCl, Cc1c(F)c(F)cc(F)c1C(=O)O, CN(C)C=O. Reactants: O=C1CCC(=O)N1Br, O=C(OOC(=O)c1ccccc1)c1ccccc1, ClC(Cl)(Cl)Cl, Cc1ccc2onc(-c3ccc(Cl)cc3)c2c1. The product is Clc1ccc(-c2noc3ccc(CBr)cc23)cc1. As a reaction SMILES: [Br:1][N:2]1[C:3](=[O:4])[CH2:5][CH2:6][C:7]1=[O:8].[C:26]([O:27][O:28][C:29](=[O:30])[c:31]1[cH:32][cH:33][cH:34][cH:35][cH:36]1)(=[O:37])[c:38]1[cH:39][cH:40][cH:41][cH:42][cH:43]1.[C:44]([Cl:45])([Cl:46])([Cl:47])[Cl:48].[CH3:9][c:10]1[cH:11][cH:12][c:13]2[c:14]([c:15](-[c:18]3[cH:19][cH:20][c:21]([Cl:24])[cH:22][cH:23]3)[n:16][o:17]2)[cH:25]1>>[Br:1][CH2:9][c:10]1[cH:11][cH:12][c:13]2[c:14]([c:15](-[c:18]3[cH:19][cH:20][c:21]([Cl:24])[cH:22][cH:23]3)[n:16][o:17]2)[cH:25]1. Product: COc1ccc(-c2sc3cc(OC)ccc3c2C(=O)c2ccc(OC3CCN(Cc4ccccc4)CC3)cc2)cc1. RXN SMILES: [CH3:1][O:2][c:3]1[cH:4][cH:5][c:6]2[c:7]([s:8][c:9](-[c:20]3[cH:21][cH:22][c:23]([O:26][CH3:27])[cH:24][cH:25]3)[c:10]2[C:11]([c:12]2[cH:13][cH:14][c:15]([OH:18])[cH:16][cH:17]2)=[O:19])[cH:28]1.[O:62]=[C:63]([O:64][CH2:65][CH3:66])[N:67]=[N:68][C:69]([O:70][CH2:71][CH3:72])=[O:73].[OH:29][CH:30]1[CH2:31][CH2:32][N:33]([CH2:36][c:37]2[cH:38][cH:39][cH:40][cH:41][cH:42]2)[CH2:34][CH2:35]1.[c:43]1([P:44]([c:45]2[cH:46][cH:47][cH:48][cH:49][cH:50]2)[c:51]2[cH:52][cH:53][cH:54][cH:55][cH:56]2)[cH:57][cH:58][cH:59][cH:60][cH:61]1>>[CH3:1][O:2][c:3]1[cH:4][cH:5][c:6]2[c:7]([s:8][c:9](-[c:20]3[cH:21][cH:22][c:23]([O:26][CH3:27])[cH:24][cH:25]3)[c:10]2[C:11]([c:12]2[cH:13][cH:14][c:15]([O:18][CH:30]3[CH2:31][CH2:32][N:33]([CH2:36][c:37]4[cH:38][cH:39][cH:40][cH:41][cH:42]4)[CH2:34][CH2:35]3)[cH:16][cH:17]2)=[O:19])[cH:28]1. Reactants: COc1ccc(-c2sc3cc(OC)ccc3c2C(=O)c2ccc(O)cc2)cc1, CCOC(=O)N=NC(=O)OCC, OC1CCN(Cc2ccccc2)CC1, c1ccc(P(c2ccccc2)c2ccccc2)cc1. Reactants: C(C)C=1C=C(CC2\N=C(/C3=C(NC2=O)C=CC(=C3)Cl)\C3=CC=C(C=C3)O)C=CC1 ((Z)-3-(3-Ethylbenzyl)-7-chloro-5-(4-hydroxyphenyl)-1H-benzo[e][1,4]diazepin-2(3H)-one), C(C)C1=CC=C(CC2\N=C(/C3=C(NC2=O)C=CC(=C3)Cl)\C3=CC=C(C=C3)O)C=C1 ((Z)-3-(4-Ethylbenzyl)-7-chloro-5-(4-hydroxyphenyl)-1H-benzo[e][1,4]diazepin-2(3H)-one), C(C)C=1C=C(CC2\N=C(/C3=C(N(C2=O)C)C=CC(=C3)Cl)\C3=CC=C(C=C3)O)C=CC1 ((Z)-3-(3-Ethylbenzyl)-7-chloro-5-(4-hydroxyphenyl)-1-methyl-1H-benzo[e][1,4]diazepin-2(3H)-one), C(C)C1=CC=C(CC2\N=C(/C3=C(N(C2=O)C)C=CC(=C3)Cl)\C3=CC=C(C=C3)O)C=C1 ((Z)-3-(4-Ethylbenzyl)-7-chloro-5-(4-hydroxyphenyl)-1-methyl-1H-benzo[e][1,4]diazepin-2(3H)-one). Product: ClC1=CC\2=C(N(C(C(\N=C2\C2=CC=C(C=C2)O)CC2=C(C=CC=C2)CC)=O)C)C=C1 ((Z)-7-Chloro-3-(2-ethylbenzyl)-5-(4-hydroxyphenyl)-1-methyl-1H-benzo[e][1,4]diazepin-2(3H)-one). As a reaction SMILES: [CH2:1]([C:3]1[CH:4]=[C:5]([CH:27]=[CH:28][CH:29]=1)[CH2:6][CH:7]1[C:13](=[O:14])[NH:12][C:11]2[CH:15]=[CH:16][C:17]([Cl:19])=[CH:18][C:10]=2[C:9]([C:20]2[CH:25]=[CH:24][C:23]([OH:26])=[CH:22][CH:21]=2)=[N:8]1)[CH3:2].[CH2:30](C1C=C(C=CC=1)CC1C(=O)N(C)C2C=CC(Cl)=CC=2C(C2C=CC(O)=CC=2)=N1)C.C(C1C=CC(CC2C(=O)N(C)C3C=CC(Cl)=CC=3C(C3C=CC(O)=CC=3)=N2)=CC=1)C.C(C1C=CC(CC2C(=O)NC3C=CC(Cl)=CC=3C(C3C=CC(O)=CC=3)=N2)=CC=1)C>>[Cl:19][C:17]1[CH:16]=[CH:15][C:11]2[N:12]([CH3:30])[C:13](=[O:14])[CH:7]([CH2:6][C:5]3[CH:4]=[CH:3][CH:1]=[CH:2][C:27]=3[CH2:28][CH3:29])[N:8]=[C:9]([C:20]3[CH:21]=[CH:22][C:23]([OH:26])=[CH:24][CH:25]=3)[C:10]=2[CH:18]=1. Procedure: 1H NMR (300 MHz, DMSO-d6), δ 1.11 (t, 3H), 2.69 (q, 2H), 3.34 (m, 2H), 3.74 (m, 1H), 6.78 (m, 2H), 7.08-7.32 (m, 7H), 7.58 (d, 1H), 7.67 (dd, 1H), 9.98 (s, 1H). MS, m/z 419.3 [M+1]. (Z)-3-(3-Ethylbenzyl)-7-chloro-5-(4-hydroxyphenyl)-1H-benzo[e][1,4]diazepin-2(3H)-one. 1H NMR (300 MHz, DMSO-d6) δ 1.16 (t, 3H), 2.57 (q, 2H), 3.2-3.35 (m, contains signals for benzylic protons and H2O), 3.60 (t, 1H), 6.79 (d, 2H), 7.02 (dt, 1H), 7.07-7.31 (m, 7H), 7.61 (dd, 1H), 9.94 (s, 1H), 10.62 (s, 1H). MS, m/z ...